Dataset: the Open Reaction Database (ORD), a public repository of structured organic reaction records. Task: describe an organic reaction: reactants, conditions, products, and yield Reactants: Nc1ccc(C2CC2)cc1F, ClCCl, [I-], [K+], O=N[O-], [Na+], O, O=S(=O)(O)O. Yields the product Fc1cc(C2CC2)ccc1I. Reaction SMILES: [CH:1]1([c:4]2[cH:5][c:6]([F:11])[c:7]([NH2:8])[cH:9][cH:10]2)[CH2:2][CH2:3]1.[Cl:24][CH2:25][Cl:26].[I-:22].[K+:21].[N:17]([O-:18])=[O:19].[Na+:20].[OH2:23].[S:12](=[O:13])(=[O:14])([OH:15])[OH:16]>>[CH:1]1([c:4]2[cH:5][c:6]([F:11])[c:7]([I:22])[cH:9][cH:10]2)[CH2:2][CH2:3]1. Yield: 48.0%. Starting materials: O1C(NCC1)=O (oxazolidinone), C(=O)(OCC1=CC=CC=C1)NCC(=O)O (Cbz-glycine), C(C)[SiH](CC)CC (triethylsilane), FC(C(=O)O)(F)F (trifluoroacetic acid). RXN SMILES: O1CCN[C:2]1=O.[C:7]([NH:17][CH2:18][C:19]([OH:21])=[O:20])([O:9][CH2:10][C:11]1[CH:16]=[CH:15][CH:14]=[CH:13][CH:12]=1)=[O:8].C([SiH](CC)CC)C.FC(F)(F)C(O)=O>C(Cl)(Cl)Cl>[C:7]([N:17]([CH2:18][C:19]([OH:21])=[O:20])[CH3:2])([O:9][CH2:10][C:11]1[CH:16]=[CH:15][CH:14]=[CH:13][CH:12]=1)=[O:8]. The solvent is C(Cl)(Cl)Cl (CHCl3). Reaction conditions: time 2 hour. Product: C(=O)(OCC1=CC=CC=C1)N(C)CC(=O)O (Cbz-sarcosine). Procedure: The oxazolidinone from Cbz-glycine (221 mg, 1.0 mmole) was dissolved in 10 ml of CHCl3 and triethylsilane (193 ∥l=174 mg, 1.5 mmoles) and trifluoroacetic acid (770 μl, 10 mmoles) were added. The solution was stirred at room temperature for 2 hrs. and concentrated in vacuo. CHCl3 was added and the solution was reconcentrated to a colorless oil. Silica gel chromatography gave 107 mg (48%) of Cbz-sarcosine, identified by NMR (N-Me, 2.98 ppm) and amino acid analysis. The reactants are OC=1C=C(C=CC1)CC(=O)O (3-hydroxyphenyl acetic acid), NC1=NC=2C=CC=NC2C2=C1N=C(N2CCN)CCCC (2-(4-amino-2-butyl-1H-imidazo[4,5-c][1,5]naphthyridin-1-yl)ethaneamine). The product is NC1=NC=2C=CC=NC2C2=C1N=C(N2CCNC(CC2=CC(=CC=C2)O)=O)CCCC (N1-[2-(4-amino-2-butyl-1H-imidazo[4,5-c][1,5]naphthyridin-1-yl)ethyl]-2-(3-hydroxyphenyl)acetamide). Yield: 18.3%. Reaction SMILES: [OH:1][C:2]1[CH:3]=[C:4]([CH2:8][C:9]([OH:11])=O)[CH:5]=[CH:6][CH:7]=1.[NH2:12][C:13]1[C:22]2[N:23]=[C:24]([CH2:29][CH2:30][CH2:31][CH3:32])[N:25]([CH2:26][CH2:27][NH2:28])[C:21]=2[C:20]2[N:19]=[CH:18][CH:17]=[CH:16][C:15]=2[N:14]=1>>[NH2:12][C:13]1[C:22]2[N:23]=[C:24]([CH2:29][CH2:30][CH2:31][CH3:32])[N:25]([CH2:26][CH2:27][NH:28][C:9](=[O:11])[CH2:8][C:4]3[CH:5]=[CH:6][CH:7]=[C:2]([OH:1])[CH:3]=3)[C:21]=2[C:20]2[N:19]=[CH:18][CH:17]=[CH:16][C:15]=2[N:14]=1. Procedure: Using the general method of Example 97 3-hydroxyphenyl acetic acid (0.26 g, 1.7 mmole) was reacted with 2-(4-amino-2-butyl-1H-imidazo[4,5-c][1,5]naphthyridin-1-yl)ethaneamine (0.5 g, 1.7 mmol) to provide 0.13 g of N1-[2-(4-amino-2-butyl-1H-imidazo[4,5-c][1,5]naphthyridin-1-yl)ethyl]-2-(3-hydroxyphenyl)acetamide as a white powder, m.p. 208-210° C. Analysis: Calculated for C23H26N6O2: %C, 66.01; %H, 6.26; %N, 20.08. Found: %C, 65.63; %H, 6.11; %N, 20.30. HRMS (EI) calcd for C23H26N6O2 (M+) 418.211... Starting materials: CN(C)C1CCOCC1, Cc1ccc(-c2ccc3c(c2)C=C(C(=O)Nc2ccc(CCl)cc2)CCC3)cc1, CN(C)C=O. The product is Cc1ccc(-c2ccc3c(c2)C=C(C(=O)Nc2ccc(C[N+](C)(C)C4CCOCC4)cc2)CCC3)cc1, [Cl-]. As a reaction SMILES: [CH3:30][N:31]([CH:32]1[CH2:33][CH2:34][O:35][CH2:36][CH2:37]1)[CH3:38].[Cl:1][CH2:2][c:3]1[cH:4][cH:5][c:6]([NH:9][C:10](=[O:11])[C:12]2=[CH:18][c:17]3[c:16]([cH:22][cH:21][c:20](-[c:23]4[cH:24][cH:25][c:26]([CH3:29])[cH:27][cH:28]4)[cH:19]3)[CH2:15][CH2:14][CH2:13]2)[cH:7][cH:8]1.[O:39]=[CH:40][N:41]([CH3:42])[CH3:43]>>[CH2:2]([c:3]1[cH:4][cH:5][c:6]([NH:9][C:10](=[O:11])[C:12]2=[CH:18][c:17]3[c:16]([cH:22][cH:21][c:20](-[c:23]4[cH:24][cH:25][c:26]([CH3:29])[cH:27][cH:28]4)[cH:19]3)[CH2:15][CH2:14][CH2:13]2)[cH:7][cH:8]1)[N+:31]([CH3:30])([CH:32]1[CH2:33][CH2:34][O:35][CH2:36][CH2:37]1)[CH3:38].[Cl-:1]. The reactants are [H-].[H-].[H-].[H-].[Li+].[Al+3] (LiAlH4), OC=1C(=C(C(=O)OC)C=CC1)CC(=C)C (Methyl 3-hydroxy-2-(2-methylallyl)benzoate), OC=1C(=C(C(=O)OC)C=CC1)CC(=C)C (Methyl 3-hydroxy-2-(2-methylallyl)benzoate). The solvent is C1CCOC1 (THF), C(C)(=O)OCC (ethyl acetate), O1CCCC1 (tetrahydrofuran). Conditions: temperature 0 celsius, time 30 minute. Product: OCC=1C(=C(C=CC1)O)CC(=C)C (3-(hydroxymethyl)-2-(2-methylallyl)phenol). Isolated yield 101.5%. Reaction SMILES: [OH:1][C:2]1[C:3]([CH2:12][C:13]([CH3:15])=[CH2:14])=[C:4]([CH:9]=[CH:10][CH:11]=1)[C:5](OC)=[O:6].[H-].[H-].[H-].[H-].[Li+].[Al+3]>O1CCCC1.C(OCC)(=O)C>[OH:6][CH2:5][C:4]1[C:3]([CH2:12][C:13]([CH3:15])=[CH2:14])=[C:2]([OH:1])[CH:11]=[CH:10][CH:9]=1 |f:1.2.3.4.5.6|. Procedure: Methyl 3-hydroxy-2-(2-methylallyl)benzoate (Intermediate 168, 410 mg, 1.99 mmol) was dissolved in tetrahydrofuran (5 ml) to give a colourless solution. The reaction mixture was cooled at 0° C. A solution of LiAlH4 2M in THF (1.09 ml, 2.19 mmol) was added dropwise and the reaction mixture was stirred at 0° C. for 30 min. After this time the reaction mixture was poured into ice and diluted with 60 ml of ethyl acetate. Phases were separated, the organic phase was dried over Na2SO4 and evaporated un... Reactants: O=C([O-])[O-], Cn1c(C(F)(F)F)cc(=O)n(-c2c(F)cc(Cl)c3nc(NS(C)(=O)=O)oc23)c1=O, CI, CC(C)=O, [K+], [K+]. The product is CN(c1nc2c(Cl)cc(F)c(-n3c(=O)cc(C(F)(F)F)n(C)c3=O)c2o1)S(C)(=O)=O. Reaction SMILES: [C:30](=[O:31])([O-:32])[O-:33].[CH3:1][S:2](=[O:3])(=[O:4])[NH:5][c:6]1[o:7][c:8]2[c:9]([n:10]1)[c:11]([Cl:29])[cH:12][c:13]([F:28])[c:14]2-[n:15]1[c:16](=[O:27])[n:17]([CH3:26])[c:18]([C:22]([F:23])([F:24])[F:25])[cH:19][c:20]1=[O:21].[CH3:36][I:37].[CH3:38][C:39](=[O:40])[CH3:41].[K+:34].[K+:35]>>[CH3:1][S:2](=[O:3])(=[O:4])[N:5]([c:6]1[o:7][c:8]2[c:9]([n:10]1)[c:11]([Cl:29])[cH:12][c:13]([F:28])[c:14]2-[n:15]1[c:16](=[O:27])[n:17]([CH3:26])[c:18]([C:22]([F:23])([F:24])[F:25])[cH:19][c:20]1=[O:21])[CH3:30]. The reactants are I(=O)C1=C(C(=O)O)C=CC=C1 (2-iodosylbenzoic acid), C1(CCCC1)=O (cyclopentanone), [OH-].[K+] (potassium hydroxide), CO (methanol), CO (methanol). Run at temperature 0 celsius, time 30 minute. Product: COC1(C(CCC1)O)OC (2,2-dimethoxycyclopentanol). Reaction SMILES: [C:1]1(=[O:6])[CH2:5][CH2:4][CH2:3][CH2:2]1.[OH-:7].[K+].I(C1C=CC=CC=1[C:13](O)=[O:14])=O.[CH3:20]O>>[CH3:20][O:6][C:1]1([O:14][CH3:13])[CH2:5][CH2:4][CH2:3][CH:2]1[OH:7] |f:1.2|. Procedure: A solution of cyclopentanone (11.6 ml, 130 mmol) in methanol (250 ml) was added drop-wise at 0° C. over 20 minutes to a stirred solution of potassium hydroxide (85% tech., 22.1 g, 335 mmol) in methanol (75 ml). The mixture was stirred at 0° C. for 30 minutes then 2-iodosylbenzoic acid (36.45 g, 138 mmol) was added in portions over 1 hour. The mixture was allowed to warm to ambient temperature over 4 hours, then stirred at ambient temperature for 20 hours. The majority of solvent was removed in v... Reactants: CCc1cc(C(=O)O)c2cc(C(C)C)cccc1-2, CC(C)O. Product: CCc1cc(C(=O)OC(C)C)c2cc(C(C)C)cccc1-2. RXN SMILES: [C:1](=[O:2])([OH:3])[c:4]1[cH:5][c:6]([CH2:17][CH3:18])[c:7]2[cH:8][cH:9][cH:10][c:11]([CH:14]([CH3:15])[CH3:16])[cH:12][c:13]1-2.[CH:19]([CH3:20])([CH3:21])[OH:22]>>[C:1]([O:2][CH:19]([CH3:20])[CH3:21])(=[O:3])[c:4]1[cH:5][c:6]([CH2:17][CH3:18])[c:7]2[cH:8][cH:9][cH:10][c:11]([CH:14]([CH3:15])[CH3:16])[cH:12][c:13]1-2. Reactants: ClC1=NC=NC(=C1)OCC#CC (4-chloro-6-(2-butynyloxy)pyrimidine), C([O-])([O-])=O.[K+].[K+] (potassium carbonate), ClC1=CC(=C(C=C1)O)F (4-chloro-2-fluorophenol), [Cl-].[NH4+] (ammonium chloride). Run in CN(C=O)C (N,N-dimethylformamide). Run at temperature 60 celsius, time 7 hour. Product: C(C#CC)OC1=NC=NC(=C1)OC1=C(C=C(C=C1)Cl)F (4-(2-butynyloxy)-6-(4-chloro-2-fluorophenoxy)pyrimidine). Yield: 90.5%. Reaction SMILES: Cl[C:2]1[CH:7]=[C:6]([O:8][CH2:9][C:10]#[C:11][CH3:12])[N:5]=[CH:4][N:3]=1.C(=O)([O-])[O-].[K+].[K+].[Cl:19][C:20]1[CH:25]=[CH:24][C:23]([OH:26])=[C:22]([F:27])[CH:21]=1.[Cl-].[NH4+]>CN(C)C=O>[CH2:9]([O:8][C:6]1[CH:7]=[C:2]([O:26][C:23]2[CH:24]=[CH:25][C:20]([Cl:19])=[CH:21][C:22]=2[F:27])[N:3]=[CH:4][N:5]=1)[C:10]#[C:11][CH3:12] |f:1.2.3,5.6|. Reported procedure: To 2 ml of N,N-dimethylformamide were added 0.2 g of 4-chloro-6-(2-butynyloxy)pyrimidine, 0.23 g of potassium carbonate and 0.19 g of 4-chloro-2-fluorophenol, followed by stirring at 60° C. for 7 hours. The reaction mixture was then left for cooling to room temperature and poured into a saturated aqueous ammonium chloride solution, which was extracted three times with chloroform. The chloroform layers were combined, washed with diluted hydrochloric acid and then with water, and dried over anhydr... Starting materials: CC#N, CCOC(C)=O, N#CBr, Nc1ccc2c3c(cccc13)CC2. Yields the product N#CNc1ccc2c3c(cccc13)CC2. RXN SMILES: [CH3:17][C:18]#[N:19].[CH3:20][CH2:21][O:22][C:23](=[O:24])[CH3:25].[N:14]#[C:15][Br:16].[NH2:1][c:2]1[cH:3][cH:4][c:5]2[c:13]3[c:8]([cH:9][cH:10][cH:11][c:12]13)[CH2:7][CH2:6]2>>[NH:1]([c:2]1[cH:3][cH:4][c:5]2[c:13]3[c:8]([cH:9][cH:10][cH:11][c:12]13)[CH2:7][CH2:6]2)[C:15]#[N:14].